This data is from the Open Reaction Database (ORD), a public repository of structured organic reaction records. The task is: describe an organic reaction: reactants, conditions, products, and yield Reaction SMILES: [OH:1]OS([O-])=O.[K+].[CH3:7][C:8]([C:12]1[N:16]([CH2:17][CH:18]2[CH2:23][CH2:22][O:21][CH2:20][CH2:19]2)[C:15]2[CH:24]=[CH:25][C:26]([S:28]([N:31]3[CH:35]=[C:34]([CH:36]=[O:37])[CH:33]=[N:32]3)(=[O:30])=[O:29])=[CH:27][C:14]=2[N:13]=1)([CH3:11])[CH2:9][CH3:10]>CN(C=O)C>[CH3:11][C:8]([C:12]1[N:16]([CH2:17][CH:18]2[CH2:23][CH2:22][O:21][CH2:20][CH2:19]2)[C:15]2[CH:24]=[CH:25][C:26]([S:28]([N:31]3[CH:35]=[C:34]([C:36]([OH:1])=[O:37])[CH:33]=[N:32]3)(=[O:30])=[O:29])=[CH:27][C:14]=2[N:13]=1)([CH3:7])[CH2:9][CH3:10] |f:0.1|. Run at time 8 hour. The reactants are OOS(=O)[O-].[K+] (Oxone), CC(CC)(C)C1=NC2=C(N1CC1CCOCC1)C=CC(=C2)S(=O)(=O)N2N=CC(=C2)C=O (1-{[2-(1,1-dimethylpropyl)-1-(tetrahydro-2H-pyran-4-ylmethyl)-1H-benzimidazol-5-yl]sulfonyl}-1H-pyrazole-4-carbaldehyde). Run in CN(C)C=O (DMF). Reported procedure: Oxone (534 mg, 0.869 mmol) was added to a solution of 1-{[2-(1,1-dimethylpropyl)-1-(tetrahydro-2H-pyran-4-ylmethyl)-1H-benzimidazol-5-yl]sulfonyl}-1H-pyrazole-4-carbaldehyde (322 mg, 0.724 mmol) in DMF (8 mL). The resulting mixture was stirred overnight at room temperature and used directly for step A. MS (ESI) (M+H)+=460.92. The product is CC(CC)(C)C1=NC2=C(N1CC1CCOCC1)C=CC(=C2)S(=O)(=O)N2N=CC(=C2)C(=O)O (1-{[2-(1,1-dimethylpropyl)-1-(tetrahydro-2H-pyran-4-ylmethyl)-1H-benzimidazol-5-yl]sulfonyl}-1H-pyrazole-4-carboxylic acid). Starting materials: C(C1=CC=CC=C1)ONC(CCCCCCCOC1=CC2=C(OCC3=C(C2=O)C=CC=C3)C=C1)=O (8-(11-Oxo-6,11-dihydro-dibenzo[b,e]oxepin-2 yloxy)-octanoic acid benzyloxyamide). Reagents/catalysts: [Pd] (palladium on calcium carbonate). The solvent is CO (methanol). Yields the product ONC(CCCCCCCOC1=CC2=C(OCC3=C(C2=O)C=CC=C3)C=C1)=O (8-(11-Oxo-6,1 1-Dihydro-dibenzo[b,e]oxepin-2-yloxy)-octanoic Acid Hydroxyamide). RXN SMILES: C([O:8][NH:9][C:10](=[O:35])[CH2:11][CH2:12][CH2:13][CH2:14][CH2:15][CH2:16][CH2:17][O:18][C:19]1[CH:34]=[CH:33][C:22]2[O:23][CH2:24][C:25]3[CH:32]=[CH:31][CH:30]=[CH:29][C:26]=3[C:27](=[O:28])[C:21]=2[CH:20]=1)C1C=CC=CC=1>CO.[Pd]>[OH:8][NH:9][C:10](=[O:35])[CH2:11][CH2:12][CH2:13][CH2:14][CH2:15][CH2:16][CH2:17][O:18][C:19]1[CH:34]=[CH:33][C:22]2[O:23][CH2:24][C:25]3[CH:32]=[CH:31][CH:30]=[CH:29][C:26]=3[C:27](=[O:28])[C:21]=2[CH:20]=1. Reported procedure: 400 mg (0.845 mmol) 8-(11-Oxo-6,11-dihydro-dibenzo[b,e]oxepin-2 yloxy)-octanoic acid benzyloxyamide in 50 ml methanol was hydrogenated in the presence of palladium on calcium carbonate at ambient temperature and pressure. The catalyst was removed by filtration and the solvent was evaporated. The residue was purified by column chromatography (methanol/water 75:25). There was thus obtained 90 mg (28%) of the title compound as an amorphous solid. MS: 382 (M−H+); 384 (M+H+).